Task: describe an organic reaction: reactants, conditions, products, and yield. Dataset: the Open Reaction Database (ORD), a public repository of structured organic reaction records The reactants are C(OC)(OC)OC (trimethyl orthoformate), C(C)(=O)O[BH-](OC(C)=O)OC(C)=O.[Na+] (sodium triacetoxyborohydride), C(=O)C1=CC=C(C(=O)O)C=C1 (4-formyl-benzoic acid), CC1CNCC(O1)C (2,6-dimethyl-morpholine), FC(C(=O)O)(F)F (Trifluoroacetic acid). Solvent: CN(C=O)C (dimethylformamide), C(C)(=O)O (Acetic acid). Reaction conditions: time 8 hour. The product is CC1CN(CC(O1)C)CC1=CC=C(C(=O)O)C=C1 (4-(2,6-Dimethyl-morpholin-4-ylmethyl)-benzoic acid), FC(C(=O)O)(F)F (trifluoroacetic acid). As a reaction SMILES: C(OC)(OC)OC.C(O[BH-](OC(=O)C)OC(=O)C)(=O)C.[Na+].[CH:22]([C:24]1[CH:32]=[CH:31][C:27]([C:28]([OH:30])=[O:29])=[CH:26][CH:25]=1)=O.[CH3:33][CH:34]1[O:39][CH:38]([CH3:40])[CH2:37][NH:36][CH2:35]1.[F:41][C:42]([F:47])([F:46])[C:43]([OH:45])=[O:44]>CN(C)C=O.C(O)(=O)C>[CH3:40][CH:38]1[O:39][CH:34]([CH3:33])[CH2:35][N:36]([CH2:22][C:24]2[CH:32]=[CH:31][C:27]([C:28]([OH:30])=[O:29])=[CH:26][CH:25]=2)[CH2:37]1.[F:41][C:42]([F:47])([F:46])[C:43]([OH:45])=[O:44] |f:1.2|. Procedure details: Acetic acid (0.34 mL), trimethyl orthoformate (0.66 mL), and sodium triacetoxyborohydride (0.53 g) are successively added to 4-formyl-benzoic acid (150 mg) and 2,6-dimethyl-morpholine (115 mg) dissolved in dimethylformamide (3 mL). The solution is stirred at room temperature overnight. Trifluoroacetic acid (50% in water) is added, the solution is stirred for another 2 h and then concentrated under reduced pressure. The residue is purified by HPLC on reversed phase (MeCN/H2O) to give the title co... Starting materials: ClC1=NC=CC2=C1CN(C2=O)CC=2C=NC(=C(C2)C)OCC(F)F (4-chloro-2-((6-(2,2-difluoroethoxy)-5-methylpyridin-3-yl)methyl)-2,3-dihydro-1H-pyrrolo[3,4-c]pyridin-1-one), C(=O)OC1=CC=CC=C1 (phenyl formate). Yields the product FC(COC1=C(C=C(C=N1)CN1CC=2C(=NC=CC2C1=O)C(=O)OC1=CC=CC=C1)C)F (phenyl 2-((6-(2,2-difluoroethoxy)-5-methylpyridin-3-yl)methyl)-1-oxo-2,3-dihydro-1H-pyrrolo[3,4-c]pyridine-4-carboxylate). The yield is 87.0%. RXN SMILES: Cl[C:2]1[C:7]2[CH2:8][N:9]([CH2:12][C:13]3[CH:14]=[N:15][C:16]([O:20][CH2:21][CH:22]([F:24])[F:23])=[C:17]([CH3:19])[CH:18]=3)[C:10](=[O:11])[C:6]=2[CH:5]=[CH:4][N:3]=1.[CH:25]([O:27][C:28]1[CH:33]=[CH:32][CH:31]=[CH:30][CH:29]=1)=[O:26]>>[F:23][CH:22]([F:24])[CH2:21][O:20][C:16]1[N:15]=[CH:14][C:13]([CH2:12][N:9]2[C:10](=[O:11])[C:6]3[CH:5]=[CH:4][N:3]=[C:2]([C:25]([O:27][C:28]4[CH:33]=[CH:32][CH:31]=[CH:30][CH:29]=4)=[O:26])[C:7]=3[CH2:8]2)=[CH:18][C:17]=1[CH3:19]. Procedure: The title compound is prepared in 87% yield (300 mg, brown solid) from 4-chloro-2-((6-(2,2-difluoroethoxy)-5-methylpyridin-3-yl)methyl)-2,3-dihydro-1H-pyrrolo[3,4-c]pyridin-1-one (280 mg, 0.79 mmol, Intermediate-4) and phenyl formate (190 mg, 1.5 mmol) in a similar manner to Intermediate-91. Reactants: Cl (hydrochloric acid), OC1=C(C#N)C=CC=C1CC=1N=CNC1 (2-hydroxy-3-(1H-imidazol-4-ylmethyl)-benzonitrile), CO (methanol), Cl (hydrochloric acid). Conditions: time 20 hour. Product: OC1=C(C=CC=C1CC=1N=CNC1)C(OC)=N (methyl 2-hydroxy-3-(1H-imidazol- 4-ylmethyl)-benzenecarboximidate). Reaction SMILES: [OH:1][C:2]1[C:9]([CH2:10][C:11]2[N:12]=[CH:13][NH:14][CH:15]=2)=[CH:8][CH:7]=[CH:6][C:3]=1[C:4]#[N:5].Cl.[CH3:17][OH:18]>>[OH:1][C:2]1[C:9]([CH2:10][C:11]2[N:12]=[CH:13][NH:14][CH:15]=2)=[CH:8][CH:7]=[CH:6][C:3]=1[C:4](=[NH:5])[O:18][CH3:17]. Procedure details: A suspension of 14.1 g (0.071 mole) of 2-hydroxy-3-(1H-imidazol-4-ylmethyl)-benzonitrile (prepared in example 1.1 above) in 420 ml of methanol is cooled to -40° C. and saturated with gaseous hydrochloric acid. The suspension is allowed to return to 10° C. and is saturated once again with gaseous hydrochloric acid. The reaction mixture is kept at that temperature for 20 hours. The solution is concentrated to 200 ml, 300 ml of ice-cold water and 300 ml of ethyl acetate are added to the concentrate...